Dataset: the Open Reaction Database (ORD), a public repository of structured organic reaction records. Task: describe an organic reaction: reactants, conditions, products, and yield The reactants are CCc1c(C(=O)O)nn(-c2ccc(Cl)cc2Cl)c1-c1ccc(Cl)cc1, Cl, CC(C)(N)C(N)=O. Product: CCc1c(C2=NC(C)(C)C(=O)N2)nn(-c2ccc(Cl)cc2Cl)c1-c1ccc(Cl)cc1. Reaction SMILES: [Cl:1][c:2]1[cH:3][cH:4][c:5](-[c:8]2[c:9]([CH2:24][CH3:25])[c:10]([C:21]([OH:22])=[O:23])[n:11][n:12]2-[c:13]2[c:14]([Cl:20])[cH:15][c:16]([Cl:19])[cH:17][cH:18]2)[cH:6][cH:7]1.[ClH:26].[NH2:27][C:28]([C:29](=[O:30])[NH2:31])([CH3:32])[CH3:33]>>[Cl:1][c:2]1[cH:3][cH:4][c:5](-[c:8]2[c:9]([CH2:24][CH3:25])[c:10]([C:21]3=[N:27][C:28]([CH3:32])([CH3:33])[C:29](=[O:30])[NH:31]3)[n:11][n:12]2-[c:13]2[c:14]([Cl:20])[cH:15][c:16]([Cl:19])[cH:17][cH:18]2)[cH:6][cH:7]1. The reactants are OC=1C=C2C(C=C(OC2=CC1)C1=CC=CC=C1)=O (6-hydroxyflavone), BrCCCCCCCl (1-bromo-6-chlorohexane), N1CCCCC1 (piperidine). Yields the product Cl.C1(=CC=CC=C1)C=1OC2=C(C(C1)=O)C=C(C=C2)OCCCCCCN2CCCCC2 (2-Phenyl-6-(6-piperidinylhexoxy)-4H-1-benzopyran-4-one hydrochloride). Reaction SMILES: [OH:1][C:2]1[CH:3]=[C:4]2[C:9](=[CH:10][CH:11]=1)[O:8][C:7]([C:12]1[CH:17]=[CH:16][CH:15]=[CH:14][CH:13]=1)=[CH:6][C:5]2=[O:18].Br[CH2:20][CH2:21][CH2:22][CH2:23][CH2:24][CH2:25][Cl:26].[NH:27]1[CH2:32][CH2:31][CH2:30][CH2:29][CH2:28]1>>[ClH:26].[C:12]1([C:7]2[O:8][C:9]3[CH:10]=[CH:11][C:2]([O:1][CH2:20][CH2:21][CH2:22][CH2:23][CH2:24][CH2:25][N:27]4[CH2:32][CH2:31][CH2:30][CH2:29][CH2:28]4)=[CH:3][C:4]=3[C:5](=[O:18])[CH:6]=2)[CH:17]=[CH:16][CH:15]=[CH:14][CH:13]=1 |f:3.4|. Procedure: The compound was prepared by a method similar to Example 3 from 6-hydroxyflavone, 1-bromo-6-chlorohexane and piperidine: mp 176°-178° C.